From a dataset of the Open Reaction Database (ORD), a public repository of structured organic reaction records. describe an organic reaction: reactants, conditions, products, and yield Reactants: N1C(CCCC2=C1C=CC=C2)=O (2,3,4,5-tetrahydro-1H-1-benzazepin-2-one), F[B-](F)(F)F.C[O+](C)C (trimethyloxonium tetrafluoroborate), title material. The product is COC1=NC2=C(CCC1)C=CC=C2 (4,5-dihydro-2-methoxy-3H-1-benzazepine). Reaction SMILES: [NH:1]1[C:7]2[CH:8]=[CH:9][CH:10]=[CH:11][C:6]=2[CH2:5][CH2:4][CH2:3][C:2]1=[O:12].F[B-](F)(F)F.[CH3:18][O+](C)C>>[CH3:18][O:12][C:2]1[CH2:3][CH2:4][CH2:5][C:6]2[CH:11]=[CH:10][CH:9]=[CH:8][C:7]=2[N:1]=1 |f:1.2|. Procedure: A sample of the title compound of EXAMPLE 165 (3.2 g, 20.0 mmol) was reacted with trimethyloxonium tetrafluoroborate (4.4 g, 30.0 mmol) by the method of EXAMPLE 26 to yield, after chromatography, 2.5 g (73%) of the title material. The reactants are CON, Cc1ccc(C(=O)O)cc1-n1ccnc(NC(c2cccc3ccccc23)C(C)CN2CCCC2)c1=O, CC(C)[Mg+], [Cl-], Cl, C1CCOC1. Product: CONC(=O)c1ccc(C)c(-n2ccnc(NC(c3cccc4ccccc34)C(C)CN3CCCC3)c2=O)c1. As a reaction SMILES: [CH3:44][O:45][NH2:46].[CH3:6][c:7]1[c:8](-[n:16]2[c:17](=[O:42])[c:18]([NH:22][CH:23]([CH:24]([CH2:25][N:26]3[CH2:27][CH2:28][CH2:29][CH2:30]3)[CH3:31])[c:32]3[cH:33][cH:34][cH:35][c:36]4[cH:37][cH:38][cH:39][cH:40][c:41]34)[n:19][cH:20][cH:21]2)[cH:9][c:10]([C:11](=[O:12])[OH:13])[cH:14][cH:15]1.[CH:2]([Mg+:3])([CH3:4])[CH3:5].[Cl-:1].[ClH:43].[O:47]1[CH2:48][CH2:49][CH2:50][CH2:51]1>>[CH3:6][c:7]1[c:8](-[n:16]2[c:17](=[O:42])[c:18]([NH:22][CH:23]([CH:24]([CH2:25][N:26]3[CH2:27][CH2:28][CH2:29][CH2:30]3)[CH3:31])[c:32]3[cH:33][cH:34][cH:35][c:36]4[cH:37][cH:38][cH:39][cH:40][c:41]34)[n:19][cH:20][cH:21]2)[cH:9][c:10]([C:11](=[O:12])[NH:46][O:45][CH3:44])[cH:14][cH:15]1. Starting materials: BrC1=CC=C(C=C1)O (4-bromophenol), Cl.Cl.O1CCN(CC1)CCOC1=CC=C(C=C1)C=1C=CC(=NC1)CC(=O)NCC1=CC=CC=C1 (2-(5-(4-(2-morpholinoethoxy)phenyl)pyridin-2-yl)-N-benzylacetamide dihydrochloride), ClCCN1CCOCC1 (4-(2-chloroethyl)morpholine), ClCCN1CCOCC1 (4-(2-chloroethyl)morpholine). Product: BrC1=CC=C(OCCN2CCOCC2)C=C1 (4-(2-(4-bromophenoxy)ethyl)morpholine). RXN SMILES: Cl.Cl.[O:3]1[CH2:8][CH2:7][N:6]([CH2:9][CH2:10][O:11][C:12]2[CH:17]=[CH:16][C:15](C3C=CC(CC(NCC4C=CC=CC=4)=O)=NC=3)=[CH:14][CH:13]=2)[CH2:5][CH2:4]1.ClCCN1CCOCC1.[Br:44]C1C=CC(O)=CC=1>>[Br:44][C:15]1[CH:16]=[CH:17][C:12]([O:11][CH2:10][CH2:9][N:6]2[CH2:7][CH2:8][O:3][CH2:4][CH2:5]2)=[CH:13][CH:14]=1 |f:0.1.2|. Reported procedure: In another aspect, the invention relates to a process for preparing 2-(5-(4-(2-morpholinoethoxy)phenyl)pyridin-2-yl)-N-benzylacetamide dihydrochloride comprising the steps of: (1) reacting 4-(2-chloroethyl)morpholine with 4-bromophenol to yield 4-(2-(4-bromophenoxy)ethyl)morpholine; (2) coupling 4-(2-(4-bromophenoxy)ethyl)morpholine with 6-fluoropyridin-3-yl-3-boronic acid to yield 4-(2-(4-(6-fluoropyridin-3-yl)phenoxy)ethyl)morpholine; (3) reacting 4-(2-(4-(6-fluoropyridin-3-yl)phenoxy)ethyl)mo... Starting materials: O.O.O.O.O.S(=O)(=O)([O-])[O-].[Na+].[Na+] (sodium sulfate pentahydrate), 21, [H-].[Al+3].[Li+].[H-].[H-].[H-] (lithium aluminum hydride), C(C1=CC=CC=C1)OC(C1=C(C(=CC=C1C)C)N(S(=O)(=O)C1=CC=C(C=C1)OC)CC1=CC=CC=C1)=O (2-[Benzyl-(4-methoxy-benzenesulfonyl)-amino]-3,6-dimethyl-benzoic acid benzyl ester). The solvent is C1CCOC1 (THF), C1CCOC1 (THF). Conditions: time 3 hour. Yields the product C(C1=CC=CC=C1)N(S(=O)(=O)C1=CC=C(C=C1)OC)C1=C(C(=CC=C1C)C)CO (N-Benzyl-N-(2-hydroxymethyl-3,6-dimethyl-phenyl)-4-methoxy-benzenesulfonamide). Isolated yield 87.6%. RXN SMILES: [H-].[Al+3].[Li+].[H-].[H-].[H-].C([O:14][C:15](=O)[C:16]1[C:21]([CH3:22])=[CH:20][CH:19]=[C:18]([CH3:23])[C:17]=1[N:24]([CH2:36][C:37]1[CH:42]=[CH:41][CH:40]=[CH:39][CH:38]=1)[S:25]([C:28]1[CH:33]=[CH:32][C:31]([O:34][CH3:35])=[CH:30][CH:29]=1)(=[O:27])=[O:26])C1C=CC=CC=1.O.O.O.O.O.S([O-])([O-])(=O)=O.[Na+].[Na+]>C1COCC1>[CH2:36]([N:24]([C:17]1[C:18]([CH3:23])=[CH:19][CH:20]=[C:21]([CH3:22])[C:16]=1[CH2:15][OH:14])[S:25]([C:28]1[CH:33]=[CH:32][C:31]([O:34][CH3:35])=[CH:30][CH:29]=1)(=[O:27])=[O:26])[C:37]1[CH:42]=[CH:41][CH:40]=[CH:39][CH:38]=1 |f:0.1.2.3.4.5,7.8.9.10.11.12.13.14|. Procedure details: To a slurry of 21 lmg (5.04 mmol) of lithium aluminum hydride in 6 ml of dry THF under nitrogen, was added dropwise a solution of 649 mg (1.26 mmol) of the product of Example 288 in 6 ml of dry THF. The reaction mixture was stirred for 3 hr and then sodium sulfate pentahydrate was slowly added until sizzling stopped and thick solid formed. The solid was filtered and the filtrate was concentrated in vacuo to provide 454 mg (87%) of the desired product as a white solid after trituration with hexan... Solvent: C1(=CC=CC=C1)C (toluene). Product: S(C)(=O)(=O)[O-].C1(CCCCC1)CCCCCCCCCCCCOCC(CS(=O)(=O)CCC[N+](C)(C)C)OC (3-[(3-(12-Cyclohexyldodecyloxy)-2-methoxypropyl)sulfonyl]propyltrimethylammonium mesylate). Procedure details: In 50 ml of toluene containing 10 g of trimethylamine is dissolved 5.4 g of 3-mesyloxypropyl 2-methoxy-3-(12-cyclohexyldodecyloxy)propyl sulfone, and the mixture is stirred at room temperature for 5 days. The reaction mixture is then concentrated to dryness and the residue is purified by silica gel column chromatography to obtain 3.17 g of the captioned compound. Run at time 5 day. Reactants: COC(CS(=O)(=O)CCCOS(=O)(=O)C)COCCCCCCCCCCCCC1CCCCC1 (3-mesyloxypropyl 2-methoxy-3-(12-cyclohexyldodecyloxy)propyl sulfone), CN(C)C (trimethylamine). Reaction SMILES: [CH3:1][O:2][CH:3]([CH2:16][O:17][CH2:18][CH2:19][CH2:20][CH2:21][CH2:22][CH2:23][CH2:24][CH2:25][CH2:26][CH2:27][CH2:28][CH2:29][CH:30]1[CH2:35][CH2:34][CH2:33][CH2:32][CH2:31]1)[CH2:4][S:5]([CH2:8][CH2:9][CH2:10][O:11][S:12]([CH3:15])(=[O:14])=[O:13])(=[O:7])=[O:6].[CH3:36][N:37]([CH3:39])[CH3:38]>C1(C)C=CC=CC=1>[S:12]([O-:14])(=[O:13])(=[O:11])[CH3:15].[CH:30]1([CH2:29][CH2:28][CH2:27][CH2:26][CH2:25][CH2:24][CH2:23][CH2:22][CH2:21][CH2:20][CH2:19][CH2:18][O:17][CH2:16][CH:3]([O:2][CH3:1])[CH2:4][S:5]([CH2:8][CH2:9][CH2:10][N+:37]([CH3:39])([CH3:38])[CH3:36])(=[O:7])=[O:6])[CH2:35][CH2:34][CH2:33][CH2:32][CH2:31]1 |f:3.4|. Reactants: N#Cc1csc(C(=O)O)c1, COc1cccc(C(Oc2ccc3c(cnn3-c3ccc(F)cc3)c2)C(C)N)c1. As a reaction SMILES: [C:30](#[N:31])[c:32]1[cH:33][c:34]([C:37](=[O:38])[OH:39])[s:35][cH:36]1.[F:1][c:2]1[cH:3][cH:4][c:5](-[n:8]2[n:9][cH:10][c:11]3[cH:12][c:13]([O:17][CH:18]([CH:19]([CH3:20])[NH2:21])[c:22]4[cH:23][c:24]([O:28][CH3:29])[cH:25][cH:26][cH:27]4)[cH:14][cH:15][c:16]23)[cH:6][cH:7]1>>[F:1][c:2]1[cH:3][cH:4][c:5](-[n:8]2[n:9][cH:10][c:11]3[cH:12][c:13]([O:17][CH:18]([CH:19]([CH3:20])[NH:21][C:37]([c:34]4[cH:33][c:32]([C:30]#[N:31])[cH:36][s:35]4)=[O:38])[c:22]4[cH:23][c:24]([O:28][CH3:29])[cH:25][cH:26][cH:27]4)[cH:14][cH:15][c:16]23)[cH:6][cH:7]1. Yields the product COc1cccc(C(Oc2ccc3c(cnn3-c3ccc(F)cc3)c2)C(C)NC(=O)c2cc(C#N)cs2)c1. Reactants: [OH-].C(CCC)[N+](CCCC)(CCCC)CCCC (tetrabutylammonium hydroxide), C(C=1C(O)=CC=CC1)=O (salicylaldehyde), ClC\C=C/CCl (cis-1,4-dichloro-2-butene), [OH-].[Na+] (sodium hydroxide). Solvent: O (water), O (water). Product: ClC\C=C/COC1=C(C=O)C=CC=C1 (2-(4-chloro-cis-2-butenyloxy)-benzaldehyde). Reaction SMILES: [OH-].C([N+](CCCC)(CCCC)CCCC)CCC.[CH:19](=[O:27])[C:20]1[C:21](=[CH:23][CH:24]=[CH:25][CH:26]=1)[OH:22].[Cl:28][CH2:29]/[CH:30]=[CH:31]\[CH2:32]Cl.[OH-].[Na+]>O>[Cl:28][CH2:29]/[CH:30]=[CH:31]\[CH2:32][O:22][C:21]1[CH:23]=[CH:24][CH:25]=[CH:26][C:20]=1[CH:19]=[O:27] |f:0.1,4.5|. Procedure details: To 1.2 lt of refluxing water, 1 ml of 40% aqueous tetrabutylammonium hydroxide, 125 ml of salicylaldehyde and 150 ml of cis-1,4-dichloro-2-butene are added while vigorously stirring, followed by the dropwise addition of the solution of 42 g of sodium hydroxide in 200 ml of water at such a rate that the pH of the mixture is kept between 7 and 8. Thereafter the mixture is refluxed until the pH is about 7, cooled and extracted with methylene chloride. The extract is washed with 5% aqueous sodium hy... The reactants are COC(OC)(OC)OC, O=C([O-])O, Nc1ncc2ncn(CCC(CO)CO)c2n1, [Na+], C1CCOC1, O, O, Cc1ccc(S(=O)(=O)O)cc1. The product is COC(=O)OCC(CO)CCn1cnc2cnc(N)nc21. RXN SMILES: [C:30]([O:31][CH3:32])([O:33][CH3:38])([O:34][CH3:35])[O:36][CH3:37].[C:39](=[O:40])([OH:41])[O-:42].[NH2:1][c:2]1[n:3][cH:4][c:5]2[n:6][cH:7][n:8]([CH2:11][CH2:12][CH:13]([CH2:14][OH:15])[CH2:16][OH:17])[c:9]2[n:10]1.[Na+:43].[O:44]1[CH2:45][CH2:46][CH2:47][CH2:48]1.[OH2:18].[OH2:49].[c:19]1([CH3:20])[cH:21][cH:22][c:23]([S:24]([OH:25])(=[O:26])=[O:27])[cH:28][cH:29]1>>[NH2:1][c:2]1[n:3][cH:4][c:5]2[n:6][cH:7][n:8]([CH2:11][CH2:12][CH:13]([CH2:14][O:15][C:30]([O:31][CH3:32])=[O:33])[CH2:16][OH:17])[c:9]2[n:10]1. Reactants: CC1=C(C(=C2C(=N1)SC1=C2CCCC1)C1=CC2=C(OCO2)C=C1)C(C(=O)OC)CCC (methyl [2-methyl-4-(benzo[d][1,3]dioxol-5-yl)-5,6,7,8-tetrahydro[1]benzothieno[2,3-b]pyridin-3-yl]pentanoate), [OH-].[Na+] (sodium hydroxide). Solvent: CO (methanol). Run at temperature 60 celsius. Product: CC1=C(C(=C2C(=N1)SC1=C2CCCC1)C1=CC2=C(OCO2)C=C1)C(C(=O)O)CCC (2-[2-Methyl-4-(benzo[d][1,3]dioxol-5-yl)-5,6,7,8-tetrahydro[1]benzothieno[2,3-b]pyridin-3-yl]pentanoic acid). Yield: 57.8%. Reaction SMILES: [CH3:1][C:2]1[N:7]=[C:6]2[S:8][C:9]3[CH2:14][CH2:13][CH2:12][CH2:11][C:10]=3[C:5]2=[C:4]([C:15]2[CH:23]=[CH:22][C:18]3[O:19][CH2:20][O:21][C:17]=3[CH:16]=2)[C:3]=1[CH:24]([CH2:29][CH2:30][CH3:31])[C:25]([O:27]C)=[O:26].[OH-].[Na+]>CO>[CH3:1][C:2]1[N:7]=[C:6]2[S:8][C:9]3[CH2:14][CH2:13][CH2:12][CH2:11][C:10]=3[C:5]2=[C:4]([C:15]2[CH:23]=[CH:22][C:18]3[O:19][CH2:20][O:21][C:17]=3[CH:16]=2)[C:3]=1[CH:24]([CH2:29][CH2:30][CH3:31])[C:25]([OH:27])=[O:26] |f:1.2|. Reported procedure: To a solution of methyl [2-methyl-4-(benzo[d][1,3]dioxol-5-yl)-5,6,7,8-tetrahydro[1]benzothieno[2,3-b]pyridin-3-yl]pentanoate (0.300 g; 0.686 mmol) in methanol (6.9 mL) was added a solution of sodium hydroxide 5 N (1.4 mL) and the mixture was heated at 60° C. for 18 h. After cooling, the reaction mixture was concentrated under reduced pressure. The residue was dissolved in ethyl acetate and the mixture was acidified with HCl (1N) until pH 1. The organic layer was washed with brine, water, dried ...